describe an organic reaction: reactants, conditions, products, and yield From a dataset of the Open Reaction Database (ORD), a public repository of structured organic reaction records. Starting materials: ClC=1C2=C(N=C(N1)N1CCOCC1)N(CC2)[C@@]2(CN(CC2)C(=O)[O-])C ((3S)-3-[4-chloro-2-(morpholin-4-yl)-5,6-dihydro-7H-pyrrolo[2,3-d]pyrimidin-7-yl]-3-methylpyrrolidine-1-carboxylate), CC1(OB(OC1(C)C)C=1C=NC(=NC1)N)C (5-(4,4,5,5-tetramethyl-1,3,2-dioxaborolan-2-yl)pyrimidin-2-amine), C(=O)([O-])[O-].[Na+].[Na+] (Na2CO3). Reagents/catalysts: C1=CC=C(C=C1)P([C-]2C=CC=C2)C3=CC=CC=C3.C1=CC=C(C=C1)P([C-]2C=CC=C2)C3=CC=CC=C3.Cl[Pd]Cl.[Fe+2].C(Cl)Cl (Pd(dppf)Cl2 DCM). The solvent is O1CCOCC1 (1,4-dioxane), O (water). Conditions: temperature 120 celsius. The product is NC1=NC=C(C=N1)C=1C2=C(N=C(N1)N1CCOCC1)N(CC2)[C@@]2(CN(CC2)C(=O)OC(C)(C)C)C (tert-butyl 3-[4-(2-aminopyrimidin-5-yl)-2-(morpholin-4-yl)-5,6-dihydro-7H-pyrrolo[2,3-d]pyrimidin-7-yl]-(3S)-3-methylpyrrolidine-1-carboxylate). The yield is 803.2%. Reaction SMILES: Cl[C:2]1[C:3]2[CH2:16][CH2:15][N:14]([C@@:17]3([CH3:25])[CH2:21][CH2:20][N:19]([C:22]([O-:24])=[O:23])[CH2:18]3)[C:4]=2[N:5]=[C:6]([N:8]2[CH2:13][CH2:12][O:11][CH2:10][CH2:9]2)[N:7]=1.CC1(C)C(C)(C)OB([C:34]2[CH:35]=[N:36][C:37]([NH2:40])=[N:38][CH:39]=2)O1.C([O-])([O-])=O.[Na+].[Na+]>O1CCOCC1.O.C1C=CC(P(C2C=CC=CC=2)[C-]2C=CC=C2)=CC=1.C1C=CC(P(C2C=CC=CC=2)[C-]2C=CC=C2)=CC=1.Cl[Pd]Cl.[Fe+2].C(Cl)Cl>[NH2:40][C:37]1[N:36]=[CH:35][C:34]([C:2]2[C:3]3[CH2:16][CH2:15][N:14]([C@@:17]4([CH3:25])[CH2:21][CH2:20][N:19]([C:22]([O:24][C:3]([CH3:16])([CH3:4])[CH3:2])=[O:23])[CH2:18]4)[C:4]=3[N:5]=[C:6]([N:8]3[CH2:13][CH2:12][O:11][CH2:10][CH2:9]3)[N:7]=2)=[CH:39][N:38]=1 |f:2.3.4,7.8.9.10.11|. Procedure details: Two separate reaction vessels containing a yellow mixture of (3S)-3-[4-chloro-2-(morpholin-4-yl)-5,6-dihydro-7H-pyrrolo[2,3-d]pyrimidin-7-yl]-3-methylpyrrolidine-1-carboxylate (prepared from 2-[4,6-dichloro-2-(morpholin-4-yl)pyrimidin-5-yl]ethanol (Preparation 1) and tert-butyl(3S)-3-amino-3-methylpyrrolidine-1-carboxylate (Preparation 4)) (3500 mg, 8.256 mmol), 5-(4,4,5,5-tetramethyl-1,3,2-dioxaborolan-2-yl)pyrimidin-2-amine (2.37 g, 10.7 mmol) and Na2CO3 (2630 mg, 24.8 mmol) in 1,4-dioxane (90... Starting materials: C[C@@H]1CC[C@H](CC1)C(=O)O (trans-4-methyl-cyclohexanecarboxylic acid), S(=O)(Cl)Cl (thionylchloride). Product: C[C@@H]1CC[C@H](CC1)C(=O)Cl (Trans-4-methyl-cyclohexanecarbonyl chloride), desired material. As a reaction SMILES: [CH3:1][C@H:2]1[CH2:7][CH2:6][C@H:5]([C:8]([OH:10])=O)[CH2:4][CH2:3]1.S(Cl)([Cl:13])=O>>[CH3:1][C@H:2]1[CH2:7][CH2:6][C@H:5]([C:8]([Cl:13])=[O:10])[CH2:4][CH2:3]1. Procedure details: Trans-4-methyl-cyclohexanecarbonyl chloride was prepared by heating to reflux trans-4-methyl-cyclohexanecarboxylic acid (5 g, 0.035 mmol) in thionylchloride (5.0 ml) for 2 h followed by purification of the corresponding acyl chloride under reduced pressure in a Kugel-Rhorr apparatus collecting the fraction distilling at 95° C. yielding 5.1 g of the desired material which was used in the next step without further purification. This acyl chloride (1.5 ml, aprox. 10 mmol) was dissolved along with 5... Reactants: O=C(O)c1cc(-n2ncc(=O)[nH]c2=O)ccc1Cl, O=S(Cl)Cl. Yields the product O=C(Cl)c1cc(-n2ncc(=O)[nH]c2=O)ccc1Cl. RXN SMILES: [Cl:1][c:2]1[c:3]([C:4](=[O:5])[OH:6])[cH:7][c:8](-[n:11]2[n:12][cH:13][c:14](=[O:18])[nH:15][c:16]2=[O:17])[cH:9][cH:10]1.[S:19]([Cl:20])([Cl:21])=[O:22]>>[Cl:1][c:2]1[c:3]([C:4](=[O:5])[Cl:21])[cH:7][c:8](-[n:11]2[n:12][cH:13][c:14](=[O:18])[nH:15][c:16]2=[O:17])[cH:9][cH:10]1. The reactants are CC(C)(C)ON, CC1(C)C(=O)N(CCC=O)c2cc3[nH]c(NC(=O)c4ccccc4)nc3cc21, CO, Cl, O. The product is CC(C)(C)ON=CCCN1C(=O)C(C)(C)c2cc3nc(NC(=O)c4ccccc4)[nH]c3cc21. Reaction SMILES: [C:30]([CH3:31])([CH3:32])([CH3:33])[O:34][NH2:35].[CH3:1][C:2]1([CH3:28])[C:3](=[O:27])[N:4]([CH2:23][CH2:24][CH:25]=[O:26])[c:5]2[cH:6][c:7]3[c:8]([cH:9][c:10]21)[n:11][c:12]([NH:14][C:15]([c:16]1[cH:17][cH:18][cH:19][cH:20][cH:21]1)=[O:22])[nH:13]3.[CH3:36][OH:37].[ClH:29].[OH2:38]>>[CH3:1][C:2]1([CH3:28])[C:3](=[O:27])[N:4]([CH2:23][CH2:24][CH:25]=[N:35][O:34][C:30]([CH3:31])([CH3:32])[CH3:33])[c:5]2[cH:6][c:7]3[c:8]([cH:9][c:10]21)[n:11][c:12]([NH:14][C:15]([c:16]1[cH:17][cH:18][cH:19][cH:20][cH:21]1)=[O:22])[nH:13]3. Starting materials: C[Si](O[C@@H]1[C@@H]2[C@]3(C=CC(C=C3CC[C@H]2[C@@H]2CC[C@](C(COC(C)=O)=O)([C@]2(C1)C)OC(C)=O)=O)C)(C)C (11β-trimethylsiloxy-17α,21-diacetoxypregna-1,4-diene-3,20-dione), C(C)(=O)[O-].[K+] (potassium acetate). Run in CN(C=O)C (dimethylformamide). Yields the product C[Si](O[C@@H]1[C@@H]2[C@]3(C=CC(C=C3CC[C@H]2[C@@H]2CC=C(C(COC(C)=O)=O)[C@]2(C1)C)=O)C)(C)C (11β-trimethylsiloxy-21-acetoxypregna-1,4,16-triene-3,20-dione). As a reaction SMILES: [CH3:1][Si:2]([CH3:36])([CH3:35])[O:3][C@H:4]1[CH2:27][C@@:26]2([CH3:28])[C@@H:15]([CH2:16][CH2:17][C@:18]2(OC(=O)C)[C:19](=[O:25])[CH2:20][O:21][C:22](=[O:24])[CH3:23])[C@H:14]2[C@H:5]1[C@:6]1([CH3:34])[C:11]([CH2:12][CH2:13]2)=[CH:10][C:9](=[O:33])[CH:8]=[CH:7]1.C([O-])(=O)C.[K+]>CN(C)C=O>[CH3:36][Si:2]([CH3:1])([CH3:35])[O:3][C@H:4]1[CH2:27][C@@:26]2([CH3:28])[C@@H:15]([CH2:16][CH:17]=[C:18]2[C:19](=[O:25])[CH2:20][O:21][C:22](=[O:24])[CH3:23])[C@H:14]2[C@H:5]1[C@:6]1([CH3:34])[C:11]([CH2:12][CH2:13]2)=[CH:10][C:9](=[O:33])[CH:8]=[CH:7]1 |f:1.2|. Reported procedure: 4 g of 11β-trimethylsiloxy-17α,21-diacetoxypregna-1,4-diene-3,20-dione (from Example 30) was treated with potassium acetate and dimethylformamide exactly as described in Example 28. There was obtained 11β-trimethylsiloxy-21-acetoxypregna-1,4,16-triene-3,20-dione (compound 55). Reactants: CCO, COc1ccc2cc(C(Cl)C(=O)O)ccc2c1, [Na+], [Na+], [Na], O=S([O-])[O-]. Product: COc1ccc2cc(C(C(=O)O)S(=O)(=O)O)ccc2c1. RXN SMILES: [CH3:25][CH2:26][OH:27].[Cl:7][CH:8]([C:9](=[O:10])[OH:11])[c:12]1[cH:13][c:14]2[cH:15][cH:16][c:17]([O:22][CH3:23])[cH:18][c:19]2[cH:20][cH:21]1.[Na+:5].[Na+:6].[Na:24].[S:1](=[O:2])([O-:3])[O-:4]>>[S:1](=[O:2])(=[O:3])([OH:4])[CH:8]([C:9](=[O:10])[OH:11])[c:12]1[cH:13][c:14]2[cH:15][cH:16][c:17]([O:22][CH3:23])[cH:18][c:19]2[cH:20][cH:21]1.